From a dataset of the Open Reaction Database (ORD), a public repository of structured organic reaction records. describe an organic reaction: reactants, conditions, products, and yield Starting materials: O1CCOC=2C=NC(=CC21)CNC2CCN(CC2)CCN2C(C=CC1=NC=C(C=C21)OC)=O (1-(2-(4-((2,3-dihydro(1,4)dioxino(2,3-c)pyridin-7-yl)methylamino)piperidin-1-yl)ethyl)-7-methoxy-1,5-naphthyridin-2(1H)-one), C(C)(=O)OBr (bromo acetate), C([O-])([O-])=O.[K+].[K+] (potassium carbonate), C(C)#N (acetonitrile). Run at time 18 hour. Yields the product O1CCOC=2C=NC(=CC21)CN(C2CCN(CC2)CCN2C(C=CC1=NC=C(C=C21)OC)=O)CC(=O)OCC (ethyl ((2,3-dihydro(1,4)dioxino(2,3-c)pyridin-7-ylmethyl)(1-(2-(7-methoxy-2-oxo-1,5-naphthyridin-1(2H)-yl)ethyl)piperidin-4-yl)amino)acetate). RXN SMILES: [O:1]1[C:10]2[CH:9]=[C:8]([CH2:11][NH:12][CH:13]3[CH2:18][CH2:17][N:16]([CH2:19][CH2:20][N:21]4[C:30]5[C:25](=[N:26][CH:27]=[C:28]([O:31][CH3:32])[CH:29]=5)[CH:24]=[CH:23][C:22]4=[O:33])[CH2:15][CH2:14]3)[N:7]=[CH:6][C:5]=2[O:4][CH2:3][CH2:2]1.[C:34]([O:37]Br)(=[O:36])[CH3:35].C(=O)([O-])[O-].[K+].[K+].[C:45](#N)[CH3:46]>>[O:1]1[C:10]2[CH:9]=[C:8]([CH2:11][N:12]([CH2:35][C:34]([O:37][CH2:45][CH3:46])=[O:36])[CH:13]3[CH2:18][CH2:17][N:16]([CH2:19][CH2:20][N:21]4[C:30]5[C:25](=[N:26][CH:27]=[C:28]([O:31][CH3:32])[CH:29]=5)[CH:24]=[CH:23][C:22]4=[O:33])[CH2:15][CH2:14]3)[N:7]=[CH:6][C:5]=2[O:4][CH2:3][CH2:2]1 |f:2.3.4|. Procedure: A solution of 150 mg of 1-(2-(4-((2,3-dihydro(1,4)dioxino(2,3-c)pyridin-7-yl)methylamino)piperidin-1-yl)ethyl)-7-methoxy-1,5-naphthyridin-2(1H)-one and 85 mg of bromo acetate in 15 mL of acetonitrile, 100 mg of potassium carbonate was added, and the mixture was stirred at room temperature for 18 hours, and stirred at 40° C. for 4 hours. The solvent was distilled off under reduced pressure, thereto were added chloroform and water, and the organic layer was separated. The organic layer was dried o... Starting materials: O=C([O-])[O-], C1COCCO1, CC1(C)OB(c2ccc(N)nc2)OC1(C)C, COc1cccc2c1nc(C(F)F)n2-c1nc(Cl)nc(N2CCOCC2)n1, [Na+], [Na+]. The product is COc1cccc2c1nc(C(F)F)n2-c1nc(-c2ccc(N)nc2)nc(N2CCOCC2)n1. Reaction SMILES: [C:50](=[O:51])([O-:52])[O-:53].[CH2:44]1[O:45][CH2:46][CH2:47][O:48][CH2:49]1.[CH3:28][C:29]1([CH3:30])[C:31]([CH3:32])([CH3:33])[O:34][B:35]([c:36]2[cH:37][cH:38][c:39]([NH2:42])[n:40][cH:41]2)[O:43]1.[Cl:1][c:2]1[n:3][c:4](-[n:14]2[c:15]([CH:25]([F:26])[F:27])[n:16][c:17]3[c:18]2[cH:19][cH:20][cH:21][c:22]3[O:23][CH3:24])[n:5][c:6]([N:8]2[CH2:9][CH2:10][O:11][CH2:12][CH2:13]2)[n:7]1.[Na+:54].[Na+:55]>>[c:2]1(-[c:36]2[cH:37][cH:38][c:39]([NH2:42])[n:40][cH:41]2)[n:3][c:4](-[n:14]2[c:15]([CH:25]([F:26])[F:27])[n:16][c:17]3[c:18]2[cH:19][cH:20][cH:21][c:22]3[O:23][CH3:24])[n:5][c:6]([N:8]2[CH2:9][CH2:10][O:11][CH2:12][CH2:13]2)[n:7]1. Procedure: Using the same procedure as in Example 5, methyl (2R)-2-[(4-{[1-(pyridin-2-ylmethyl)-1H-indazol-5-yl]amino}quinazolin-5-yl)oxy]propanoate (200 mg, 0.44 mmol) was reacted with pyrrolidine (0.22 ml, 2.6 mmol) to give the title compound as a beige solid (152 mg, 70%), except that 3 Å molecular sieve was added and that the crude material was purified on an HPLC column (C18, 5 microns, 19 mm diameter, 100 mm length) of a preparative HPLC-MS system eluting with a mixture of water and acetonitrile cont... Reactants: N1=C(C=CC=C1)CN1N=CC2=CC(=CC=C12)NC1=NC=NC2=CC=CC(=C12)O[C@@H](C(=O)OC)C (methyl (2R)-2-[(4-{[1-(pyridin-2-ylmethyl)-1H-indazol-5-yl]amino}quinazolin-5-yl)oxy]propanoate), N1CCCC1 (pyrrolidine). Isolated yield 70.0%. Product: C[C@H](C(N1CCCC1)=O)OC1=C2C(=NC=NC2=CC=C1)NC=1C=C2C=NN(C2=CC1)CC1=NC=CC=C1 (5-[(1R)-1-methyl-2-oxo-2-pyrrolidin-1-ylethoxy]-N-[1-(pyridin-2-ylmethyl)-1H-indazol-5-yl]quinazolin-4-amine). Reaction SMILES: [N:1]1[CH:6]=[CH:5][CH:4]=[CH:3][C:2]=1[CH2:7][N:8]1[C:16]2[C:11](=[CH:12][C:13]([NH:17][C:18]3[C:27]4[C:22](=[CH:23][CH:24]=[CH:25][C:26]=4[O:28][C@H:29]([CH3:34])[C:30]([O:32]C)=O)[N:21]=[CH:20][N:19]=3)=[CH:14][CH:15]=2)[CH:10]=[N:9]1.[NH:35]1[CH2:39][CH2:38][CH2:37][CH2:36]1>>[CH3:34][C@@H:29]([O:28][C:26]1[CH:25]=[CH:24][CH:23]=[C:22]2[C:27]=1[C:18]([NH:17][C:13]1[CH:12]=[C:11]3[C:16](=[CH:15][CH:14]=1)[N:8]([CH2:7][C:2]1[CH:3]=[CH:4][CH:5]=[CH:6][N:1]=1)[N:9]=[CH:10]3)=[N:19][CH:20]=[N:21]2)[C:30](=[O:32])[N:35]1[CH2:39][CH2:38][CH2:37][CH2:36]1. The reactants are CS(=O)(=O)OCCc1cccs1, O=Cc1cccc2[nH]ccc12. Product: O=Cc1cccc2c1ccn2CCc1cccs1. As a reaction SMILES: [CH3:12][S:13]([O:14][CH2:17][CH2:18][c:19]1[s:20][cH:21][cH:22][cH:23]1)(=[O:15])=[O:16].[nH:1]1[cH:2][cH:3][c:4]2[c:5]([CH:10]=[O:11])[cH:6][cH:7][cH:8][c:9]12>>[n:1]1([CH2:17][CH2:18][c:19]2[s:20][cH:21][cH:22][cH:23]2)[cH:2][cH:3][c:4]2[c:5]([CH:10]=[O:11])[cH:6][cH:7][cH:8][c:9]12. The reactants are COC1=C(C=CC=C1C)OC1=CC=C(C=C1)Cl (4-chlorophenyl 2-methoxy-3-methylphenyl ether), BrN1C(CCC1=O)=O (N-bromosuccinimide), N(=NC(C#N)(C)C)C(C#N)(C)C (2,2'-azobisisobutyronitrile). Run in C1=CC=CC=C1 (benzene). Product: COC1=C(C=CC=C1CBr)OC1=CC=C(C=C1)Cl (4-chlorophenyl 2-methoxy-3-bromomethylphenyl ether). The yield is 105.7%. RXN SMILES: [CH3:1][O:2][C:3]1[C:8]([CH3:9])=[CH:7][CH:6]=[CH:5][C:4]=1[O:10][C:11]1[CH:16]=[CH:15][C:14]([Cl:17])=[CH:13][CH:12]=1.[Br:18]N1C(=O)CCC1=O.N(C(C)(C)C#N)=NC(C)(C)C#N>C1C=CC=CC=1>[CH3:1][O:2][C:3]1[C:8]([CH2:9][Br:18])=[CH:7][CH:6]=[CH:5][C:4]=1[O:10][C:11]1[CH:12]=[CH:13][C:14]([Cl:17])=[CH:15][CH:16]=1. Procedure: A mixture of 4-chlorophenyl 2-methoxy-3-methylphenyl ether (10.7 g), N-bromosuccinimide (8.3 g) and 2,2'-azobisisobutyronitrile (830 mg) in benzene (70 ml) was refluxed under heating for 2 hrs., and the reaction mixture was treated in a similar manner to that of Example 5-(3) to give oily 4-chlorophenyl 2-methoxy-3-bromomethylphenyl ether (14.9 g). Starting materials: ice water, NC1=NC(=CC=C1)C (2-amino-6-methylpyridine), C1CC(=O)N(C1=O)Cl (NCS). Run in CN(C)C=O (DMF), CN(C)C=O (DMF). Reaction conditions: temperature 0 celsius, time 1 hour. Yields the product NC1=NC(=C(C=C1)Cl)C (2-Amino-5-chloro-6-methylpyridine). The yield is 42.5%. As a reaction SMILES: [NH2:1][C:2]1[CH:7]=[CH:6][CH:5]=[C:4]([CH3:8])[N:3]=1.C1C(=O)N([Cl:16])C(=O)C1>CN(C=O)C>[NH2:1][C:2]1[CH:7]=[CH:6][C:5]([Cl:16])=[C:4]([CH3:8])[N:3]=1. Reported procedure: To a stirred solution of 2-amino-6-methylpyridine (10.80 g, 100.0 mmol) in dry DMF (50 mL) was added dropwise a solution of NCS (13.35 g, 100.0 mmol) in dry DMF (60 mL) at 0° C. over 20 min. The resulting brown yellow solution was stirred at 0° C. for 1 h, and at room temperature for 3 h, then poured into ice-water (about 300 mL). The resulting mixture was extracted with EtOAc (4×100 mL). The extracts were combined, washed with brine (6×50 mL), dried (MgSO4), and rota-evaporated. To the residual...